The task is: describe an organic reaction: reactants, conditions, products, and yield. This data is from the Open Reaction Database (ORD), a public repository of structured organic reaction records. As a reaction SMILES: Cl[C:2]1[CH:7]=[C:6]([C:8]2[N:12]3[CH:13]=[C:14]([NH:17][CH:18]4[CH2:23][CH2:22][CH2:21][CH:20]([OH:24])[CH2:19]4)[CH:15]=[CH:16][C:11]3=[N:10][CH:9]=2)[CH:5]=[C:4]([O:25][CH3:26])[N:3]=1.[O:27]1[CH:31]=[CH:30][C:29](B(O)O)=[CH:28]1>>[O:27]1[CH:31]=[CH:30][C:29]([C:2]2[CH:7]=[C:6]([C:8]3[N:12]4[CH:13]=[C:14]([NH:17][CH:18]5[CH2:23][CH2:22][CH2:21][CH:20]([OH:24])[CH2:19]5)[CH:15]=[CH:16][C:11]4=[N:10][CH:9]=3)[CH:5]=[C:4]([O:25][CH3:26])[N:3]=2)=[CH:28]1. Product: O1C=C(C=C1)C1=NC(=CC(=C1)C1=CN=C2N1C=C(C=C2)NC2CC(CCC2)O)OC ((1SR,3SR)-3-[3-(2-Furan-3-yl-6-methoxy-pyridin-4-yl)-imidazo[1,2-a]pyridin-6-ylamino)-cyclohexanol). Reported procedure: The title compound is prepared from (1SR,3SR)-3-[3-(2-Chloro-6-methoxy-pyridin-4-yl)-imidazo[1,2-a]pyridin-6-ylamino)-cyclohexanol (Intermediate O) and 3-furyl boronic acid using a procedure analogous to that described in Example 2.3. The reactants are ClC1=NC(=CC(=C1)C1=CN=C2N1C=C(C=C2)NC2CC(CCC2)O)OC ((1SR,3SR)-3-[3-(2-Chloro-6-methoxy-pyridin-4-yl)-imidazo[1,2-a]pyridin-6-ylamino)-cyclohexanol), ClC1=NC(=CC(=C1)C1=CN=C2N1C=C(C=C2)NC2CC(CCC2)O)OC ((1SR,3SR)-3-[3-(2-Chloro-6-methoxy-pyridin-4-yl)-imidazo[1,2-a]pyridin-6-ylamino)-cyclohexanol), O1C=C(C=C1)B(O)O (3-furyl boronic acid).